From a dataset of the Open Reaction Database (ORD), a public repository of structured organic reaction records. describe an organic reaction: reactants, conditions, products, and yield The reactants are N (ammonia), C1(=CC=CC=C1)C=1N=C(OC1C1=CC=CC=C1)C=1C(CCC1)CC=1C=C(C=CC1)C1=CC(=CC=C1)C(=O)O (3′-{[2-(4,5-diphenyloxazol-2-yl)-2-cyclopenten-1-yl]methyl}biphenyl-3-carboxylic acid), CN1CCOCC1 (N-methylmorpholine), ClC(=O)OCC(C)C (isobutyl chloroformate). The solvent is C1CCOC1 (THF), CCOC(=O)C (EtOAc). Conditions: time 15 minute. The product is C1(=CC=CC=C1)C=1N=C(OC1C1=CC=CC=C1)C=1C(CCC1)CC=1C=C(C=CC1)C1=CC(=CC=C1)C(=O)N (3′-{[2-(4,5-diphenyloxazol-2-yl)-2-cyclopenten-1-yl]methyl}-biphenyl-3-carboxamide). RXN SMILES: [C:1]1([C:7]2[N:8]=[C:9]([C:18]3[CH:19]([CH2:23][C:24]4[CH:25]=[C:26]([C:30]5[CH:35]=[CH:34][CH:33]=[C:32]([C:36]([OH:38])=O)[CH:31]=5)[CH:27]=[CH:28][CH:29]=4)[CH2:20][CH2:21][CH:22]=3)[O:10][C:11]=2[C:12]2[CH:17]=[CH:16][CH:15]=[CH:14][CH:13]=2)[CH:6]=[CH:5][CH:4]=[CH:3][CH:2]=1.C[N:40]1CCOCC1.ClC(OCC(C)C)=O.N>C1COCC1.CCOC(C)=O>[C:1]1([C:7]2[N:8]=[C:9]([C:18]3[CH:19]([CH2:23][C:24]4[CH:25]=[C:26]([C:30]5[CH:35]=[CH:34][CH:33]=[C:32]([C:36]([NH2:40])=[O:38])[CH:31]=5)[CH:27]=[CH:28][CH:29]=4)[CH2:20][CH2:21][CH:22]=3)[O:10][C:11]=2[C:12]2[CH:13]=[CH:14][CH:15]=[CH:16][CH:17]=2)[CH:2]=[CH:3][CH:4]=[CH:5][CH:6]=1. Reported procedure: To a solution of 3′-{[2-(4,5-diphenyloxazol-2-yl)-2-cyclopenten-1-yl]methyl}biphenyl-3-carboxylic acid (74 mg) and N-methylmorpholine (0.0197 ml) in THF (4 ml) was added isobutyl chloroformate (0.0232 ml) at 0° C. After stirring for 15 minutes, 28% ammonia solution (0.1 ml) was added thereto. The mixture was stirred at the same temperature for 15 minutes, then stirred at room temperature for 15 minutes. The reaction mixture was diluted with EtOAc, washed with water, 1N HCl, water, and brine, dri... Reactants: C([O-])([O-])=O.[K+].[K+] (potassium carbonate), Cl (hydrochloride), N1=C(C=CC=C1)CCl (2-picolylchloride), C1(=CC=CC=C1)C=NO (phenylmethanone oxime). Solvent: CC(=O)C (acetone). The product is N1=C(C=CC=C1)CON=CC1=CC=CC=C1 (phenyl-methanone O-(2-pyridyl) methyloxime). RXN SMILES: [C:1]1([CH:7]=[N:8][OH:9])[CH:6]=[CH:5][CH:4]=[CH:3][CH:2]=1.C(=O)([O-])[O-].[K+].[K+].Cl.[N:17]1[CH:22]=[CH:21][CH:20]=[CH:19][C:18]=1[CH2:23]Cl>CC(C)=O>[N:17]1[CH:22]=[CH:21][CH:20]=[CH:19][C:18]=1[CH2:23][O:9][N:8]=[CH:7][C:1]1[CH:6]=[CH:5][CH:4]=[CH:3][CH:2]=1 |f:1.2.3|. Reported procedure: (E)-(5-mthyl-1, 2, 3-thiadiazol-4-yl) phenylmethanone oxime (0.30 g, 1.4 mmol) was dissolved in acetone (20 ml), potassium carbonate (0.32 g, 2.0 mmol) and hydrochloride of 2-picolylchloride (0.34 g, 2.0 mmol) were added and heated for 3 days with refluxing. After concentrating the thus reacted solution, the residue was extracted with ethylacetate, and after washing with water, the residue was dried with magnesium sulfate. The solvent was removed by distillation, the residue was refined in a col... The solvent is CN(C)C=O (DMF), CN(C)C=O (DMF). The product is N[C@@H](CC1=CC=CC=C1)C(=O)O (Phenylalanine). RXN SMILES: C([NH:18][C@H:19]([C:27]([OH:29])=[O:28])[CH2:20][C:21]1[CH:26]=[CH:25][CH:24]=[CH:23][CH:22]=1)(OCC1C2C(=CC=CC=2)C2C1=CC=CC=2)=O.N1CCCCC1>CN(C=O)C>[NH2:18][C@H:19]([C:27]([OH:29])=[O:28])[CH2:20][C:21]1[CH:26]=[CH:25][CH:24]=[CH:23][CH:22]=1. The reactants are C(=O)(OCC1C2=CC=CC=C2C2=CC=CC=C12)N[C@@H](CC1=CC=CC=C1)C(=O)O (Fmoc-phenylalanine), resin, N1CCCCC1 (piperidine). Run at time 5 minute. Reported procedure: Wash Fmoc-phenylalanine on Sasrin resin (1.00 g, 0.69 mmol) with DMF (20 mL×2). Add 20% piperidine in DMF (20 mL), agitate for 5 minutes, and drain the solvent. Repeat two times for 15 minutes. Wash the residue with DMF (20 mL×5) and then CH2Cl2 (20 mL×5). Dry the resin in a vacuum oven at 40° C. for 20 hours to give title resin.